From a dataset of the Open Reaction Database (ORD), a public repository of structured organic reaction records. describe an organic reaction: reactants, conditions, products, and yield Reactants: Cl.C(C)OC(=O)C1CN(CCC1)CCC=C1C2=C(C=CC3=C1C=CC=C3)C=CC=C2 (1-(3-(5H-dibenzo[a,d]cyclohepten-5-ylidene)-1-propyl)-3-piperidinecarboxylic acid ethyl ester hydrochloride), ClCCl (dichloromethane), C(C)(=O)OCC (ethyl acetate), [OH-].[Na+] (sodium hydroxide). Run in C(C)O (ethanol). The product is [Na+].C1=CC=CC=2C(C3=C(C=CC21)C=CC=C3)=CCCN3CC(CCC3)C(=O)[O-] (1-(3-(5H-Dibenzo[a,d]cyclohepten-5-ylidene)-1-propyl)-3-piperidinecarboxylic acid sodium salt). As a reaction SMILES: Cl.C([O:4][C:5]([CH:7]1[CH2:12][CH2:11][CH2:10][N:9]([CH2:13][CH2:14][CH:15]=[C:16]2[C:22]3[CH:23]=[CH:24][CH:25]=[CH:26][C:21]=3[CH:20]=[CH:19][C:18]3[CH:27]=[CH:28][CH:29]=[CH:30][C:17]2=3)[CH2:8]1)=[O:6])C.[OH-].[Na+:32].ClCCl.C(OCC)(=O)C>C(O)C>[Na+:32].[CH:26]1[C:21]2[CH:20]=[CH:19][C:18]3[CH:27]=[CH:28][CH:29]=[CH:30][C:17]=3[C:16](=[CH:15][CH2:14][CH2:13][N:9]3[CH2:10][CH2:11][CH2:12][CH:7]([C:5]([O-:6])=[O:4])[CH2:8]3)[C:22]=2[CH:23]=[CH:24][CH:25]=1 |f:0.1,2.3,7.8|. Procedure details: The above ester (4.5 g, 11 mmol) was dissolved in ethanol (80 ml), 32% sodium hydroxide (180 ml) was added and the mixture was heated at reflux for 1 h. To the cooled reaction mixture a mixture of dichloromethane and ethyl acetate was added. The phases were separated and the aqueous phase was treated with activated charcoal and filtered through millipore (0.22 μm). The solvent was evaporated from the filtrate in vacuo and the residue was dissolved in a mixture of water and dichloromethane (1:3).... Starting materials: C(O)([O-])=O.[Na+] (sodium hydrogencarbonate), C(C1=CC=CC=C1)N1CC(C(CC1)=O)C (1-Benzyl-3-methyl-4-piperidone), NC=1C=C2C=NNC2=CC1 (5-aminoindazole), C(C)(=O)O (acetic acid). Reagents/catalysts: C(C)(=O)O (Acetic acid). The solvent is CO (methanol). Reaction conditions: time 18 hour. The product is C(C1=CC=CC=C1)N1CC(C(CC1)NC=1C=C2C=NNC2=CC1)C (N-(1-Benzyl-3-methyl-4-piperidyl)-N-(1H-5-indazolyl)amine). Yield: 39.6%. RXN SMILES: [CH2:1]([N:8]1[CH2:13][CH2:12][C:11](=O)[CH:10]([CH3:15])[CH2:9]1)[C:2]1[CH:7]=[CH:6][CH:5]=[CH:4][CH:3]=1.[NH2:16][C:17]1[CH:18]=[C:19]2[C:23](=[CH:24][CH:25]=1)[NH:22][N:21]=[CH:20]2.C(O)(=O)C.C(=O)([O-])O.[Na+]>CO.C(O)(=O)C>[CH2:1]([N:8]1[CH2:13][CH2:12][CH:11]([NH:16][C:17]2[CH:18]=[C:19]3[C:23](=[CH:24][CH:25]=2)[NH:22][N:21]=[CH:20]3)[CH:10]([CH3:15])[CH2:9]1)[C:2]1[CH:7]=[CH:6][CH:5]=[CH:4][CH:3]=1 |f:3.4|. Reported procedure: 1-Benzyl-3-methyl-4-piperidone (152.7 mg), 5-aminoindazole (100 mg), and acetic acid (0.02 ml) were dissolved in methanol (10 ml). Acetic acid (five drops) was added to the solution, and a borane-pyridine complex (0.06 ml) was then added dropwise to the solution at room temperature. The reaction mixture was stirred at room temperature for 18 hr. After the completion of the reaction, a saturated aqueous sodium hydrogencarbonate solution (1 ml) was added thereto, and the mixture was extracted with... Starting materials: K2OsO4, C[N+]1(CCOCC1)[O-] (NMO), C(C1=CC=CC=C1)C1=C(C(=C(N=N1)N1C[C@H](N(CC1)C1=NC=C(N=C1)C(=C)C)C)C)C ((R)-4-(6-Benzyl-4,5-dimethyl-pyridazin-3-yl)-5′-isopropenyl-2-methyl-3,4,5,6-tetrahydro-2H-[1,2′]bipyrazinyl), C(C)(C)(C)O (tert-butanol), O (H2O). Run in CC(=O)C (acetone). Reaction conditions: time 16 hour. Yields the product C(C1=CC=CC=C1)C1=C(C(=C(N=N1)N1C[C@H](N(CC1)C1=NC=C(N=C1)C(CO)(C)O)C)C)C (2-[(R)-4-(6-Benzyl-4,5-dimethyl-pyridazin-3-yl)-2-methyl-3,4,5,6-tetrahydro-2H-[1,2]bipyrazinyl-5′-yl]-propane-1,2-diol). The yield is 38.0%. As a reaction SMILES: [CH2:1]([C:8]1[N:13]=[N:12][C:11]([N:14]2[CH2:19][CH2:18][N:17]([C:20]3[CH:25]=[N:24]C(C(C)=C)=[CH:22][N:21]=3)[C@H:16]([CH3:29])[CH2:15]2)=[C:10]([CH3:30])[C:9]=1[CH3:31])[C:2]1[CH:7]=[CH:6][CH:5]=[CH:4][CH:3]=1.[C:32]([OH:36])([CH3:35])([CH3:34])[CH3:33].O.C[N+]1([O-])CC[O:42]CC1>CC(C)=O>[CH2:1]([C:8]1[N:13]=[N:12][C:11]([N:14]2[CH2:19][CH2:18][N:17]([C:20]3[CH:25]=[N:24][C:33]([C:32]([OH:36])([CH3:35])[CH2:34][OH:42])=[CH:22][N:21]=3)[C@H:16]([CH3:29])[CH2:15]2)=[C:10]([CH3:30])[C:9]=1[CH3:31])[C:2]1[CH:7]=[CH:6][CH:5]=[CH:4][CH:3]=1. Reported procedure: (R)-4-(6-Benzyl-4,5-dimethyl-pyridazin-3-yl)-5′-isopropenyl-2-methyl-3,4,5,6-tetrahydro-2H-[1,2′]bipyrazinyl (example 143, 120 mg, 0.290 mmol) is suspended in acetone (2 mL), tert-butanol (1 mL), and H2O (1 mL). To this suspension is added K2OsO4 (9.6 mg, 0.029 mmol) and NMO (37.4 mg, 0.319 mmol). The reaction is stirred at room temperature for 16 h. Concentrate in vacuo. Add H2O and extract with EtOAc. Wash the combined organics with brine and concentrate in vacuo. The residue is purified by fl... Reactants: BrB(Br)Br, ClCCl, COc1ccc([N+](=O)[O-])cc1CN1C(=O)c2ccccc2C1=O, O. Product: O=C1c2ccccc2C(=O)N1Cc1cc([N+](=O)[O-])ccc1O. Reaction SMILES: [B:24]([Br:25])([Br:26])[Br:27].[CH2:29]([Cl:30])[Cl:31].[CH3:1][O:2][c:3]1[c:4]([CH2:12][N:13]2[C:14](=[O:23])[c:15]3[c:16]([cH:19][cH:20][cH:21][cH:22]3)[C:17]2=[O:18])[cH:5][c:6]([N+:9](=[O:10])[O-:11])[cH:7][cH:8]1.[OH2:28]>>[OH:2][c:3]1[c:4]([CH2:12][N:13]2[C:14](=[O:23])[c:15]3[c:16]([cH:19][cH:20][cH:21][cH:22]3)[C:17]2=[O:18])[cH:5][c:6]([N+:9](=[O:10])[O-:11])[cH:7][cH:8]1.